From a dataset of the Open Reaction Database (ORD), a public repository of structured organic reaction records. describe an organic reaction: reactants, conditions, products, and yield Reactants: ClC=1C=NC=CC1 (3-chloropyridine), C(C)(C)[N-]C(C)C.[Li+] (lithium diisopropylamide), C(=O)=O (carbon dioxide), C(CCC)[Li] (butyllithium), C(C)(C)NC(C)C (diisopropylamine). Run in C1CCOC1 (THF), C1CCOC1 (THF). Reaction conditions: time 0.25 hour. The product is ClC1=C(C(=O)O)C=CN=C1 (3-chloroisonicotinic acid). Isolated yield 12.0%. Reaction SMILES: [Cl:1][C:2]1[CH:3]=[N:4][CH:5]=[CH:6][CH:7]=1.C([N-]C(C)C)(C)C.[Li+].C([Li])CCC.C(NC(C)C)(C)C.[C:28](=[O:30])=[O:29]>C1COCC1>[Cl:1][C:2]1[CH:3]=[N:4][CH:5]=[CH:6][C:7]=1[C:28]([OH:30])=[O:29] |f:1.2|. Reported procedure: A solution of 3-chloropyridine (1.00 mL, 10.5 mmol) in THF at −78° C. was treated dropwise with a solution of lithium diisopropylamide in THF [freshly prepared by addition of butyllithium (7.21 mL, 11.5 mmol) to diisopropylamine (11.5 mmol)]. After 0.25 h, the mixture was treated with carbon dioxide (g) and slowly warmed to ambient temperature. The mixture was concentrated, partitioned between EtOAc and water, and the aqueous layer was washed with EtOAc (2×). The pH of the aqueous layer was adju... The reactants are [Na] (sodium), CO (methanol), ClC1=C(C=CC(=C1)Cl)C1=NC(=NC(=C1C1=CC=C(C=C1)Cl)SC)SC (4-[2,4-dichlorophenyl]-5-[4-chlorophenyl]-2,6-bis(methylthio)pyrimidine), CO (methanol). Reaction conditions: time 5 hour. The product is CSC1=NC(=C(C(=N1)OC)C1=CC=C(C=C1)Cl)C1=C(C=C(C=C1)Cl)Cl (2-Methylthio-4-methoxy-5-(4-chlorophenyl)-6-(2,4-dichlorophenyl)pyrimidine). RXN SMILES: [Na].[Cl:2][C:3]1[CH:8]=[C:7]([Cl:9])[CH:6]=[CH:5][C:4]=1[C:10]1[C:15]([C:16]2[CH:21]=[CH:20][C:19]([Cl:22])=[CH:18][CH:17]=2)=[C:14](SC)[N:13]=[C:12]([S:25][CH3:26])[N:11]=1.[CH3:27][OH:28]>>[CH3:26][S:25][C:12]1[N:13]=[C:14]([O:28][CH3:27])[C:15]([C:16]2[CH:21]=[CH:20][C:19]([Cl:22])=[CH:18][CH:17]=2)=[C:10]([C:4]2[CH:5]=[CH:6][C:7]([Cl:9])=[CH:8][C:3]=2[Cl:2])[N:11]=1 |^1:0|. Reported procedure: To a round bottom flask fitted with a magnetic stir bar and small reflux condenser was added 0.25 mL methanol, sodium metal (23 mg, 1.0 mmol). The flask was flushed with nitrogen. When the sodium dissolved, 2,4-bis(methylthio)-5-[4-chlorophenyl]-6-[2,4-dichlorophenyl]-pyrimidine (Reference Example 4, 215 mg, 0.5 mmol) in 500 μL methanol was added by syringe. The methanol was removed under high vacuum and 2 mL scrupulously dried DMF (15X sieve and 3A sieve, respectively) added to the mixture. The...